describe an organic reaction: reactants, conditions, products, and yield From a dataset of the Open Reaction Database (ORD), a public repository of structured organic reaction records. The reactants are [O-]P(=O)([O-])[O-].[K+].[K+].[K+] (K3PO4), C(CO)O (ethylene glycol), C(C1=CC=CC=C1)N (benzylamine), IC=1C=C(C=CC1)[N+](=O)[O-] (3-iodonitrobenzene). Reagents/catalysts: [Cu]I (copper(I) iodide). Solvent: CC(C)O (2-propanol), CCCCCC.C(C)(=O)OCC (hexane ethyl acetate). Yields the product [N+](=O)([O-])C=1C=C(C=CC1)NCC1=CC=CC=C1 (N-(3-nitrophenyl)benzylamine). Yield: 71.9%. As a reaction SMILES: [O-]P([O-])([O-])=O.[K+].[K+].[K+].[CH2:9]([NH2:16])[C:10]1[CH:15]=[CH:14][CH:13]=[CH:12][CH:11]=1.I[C:18]1[CH:19]=[C:20]([N+:24]([O-:26])=[O:25])[CH:21]=[CH:22][CH:23]=1.C(O)CO>[Cu]I.CCCCCC.C(OCC)(=O)C.CC(O)C>[N+:24]([C:20]1[CH:19]=[C:18]([NH:16][CH2:9][C:10]2[CH:15]=[CH:14][CH:13]=[CH:12][CH:11]=2)[CH:23]=[CH:22][CH:21]=1)([O-:26])=[O:25] |f:0.1.2.3,8.9|. Procedure details: The general procedure under argon was followed using copper(I) iodide (10 mg, 0.05 mmol), K3PO4 (425 mg, 2.00 mmol), benzylamine (109 μL, 1.00 mmol), 3-iodonitrobenzene (349 mg, 1.40 mmol), ethylene glycol (111 μL, 2.00 mmol) and 2-propanol (1.0 mL). Column chromatography using a solvent mixture (hexane/ethyl acetate=5/1, Rf=0.4) afforded N-(3-nitrophenyl)benzylamine (164 mg, 72% isolated yield) as orange solid. The spectral data (1H NMR) matched with the literature references and GC analysis in...